This data is from the Open Reaction Database (ORD), a public repository of structured organic reaction records. The task is: describe an organic reaction: reactants, conditions, products, and yield The reactants are COC1=CC=C2NC=C(CCN)C2=C1 (5-Methoxytryptamine), O1C(CCC1)C(=O)Cl (tetrahydro-2-furoyl chloride), C(C)(=O)OCC (ethyl acetate). Solvent: C1=CC=CC=C1 (benzene), C(Cl)Cl (CH2Cl2), C1=CC=CC=C1 (benzene), CCOCC (ether). Reaction conditions: time 15 hour. Yields the product COC=1C=C2C(=CNC2=CC1)CCNC(=O)C1OCCC1 (5-Methoxy-3-(2-(tetrahydro-2-furamido)ethyl)indole). RXN SMILES: [CH3:1][O:2][C:3]1[CH:14]=[C:13]2[C:6]([NH:7][CH:8]=[C:9]2[CH2:10][CH2:11][NH2:12])=[CH:5][CH:4]=1.[O:15]1[CH2:19][CH2:18][CH2:17][CH:16]1[C:20](Cl)=[O:21].C(OCC)(=O)C>C1C=CC=CC=1.CCOCC.C(Cl)Cl>[CH3:1][O:2][C:3]1[CH:14]=[C:13]2[C:6](=[CH:5][CH:4]=1)[NH:7][CH:8]=[C:9]2[CH2:10][CH2:11][NH:12][C:20]([CH:16]1[CH2:17][CH2:18][CH2:19][O:15]1)=[O:21]. Procedure details: 5-Methoxytryptamine (540 mg, 2.84 mmole) was suspended in benzene (5 ml). The mixture was cooled in an ice bath and a solution of tetrahydro-2-furoyl chloride (390 μl, 3.7 mmole) in benzene (5 ml) was slowly added. The reaction, mixture was stirred at room temperature for 15 hours and was diluted with ether (25 ml). It was extracted with water (25 ml), NaHCO3 solution (2×25 ml) and saturated NaCl solution (25 ml) dried (MgSO4) and the solvent was removed in vacuo. Further purification was obtain... Starting materials: C(C)(C)(C)OC(=O)N[C@@H](CC=1N=CSC1)C(=O)N[C@H]([C@H](C[C@H](C(=O)NC)C(C)C)O)CC1CCCCC1 ((2S, 4S, 5S)-5-[N-(t-butoxycarbonyl)-3-(4-thiazolyl)-L-alanyl]amino-6-cyclohexyl-4-hydroxy-2-isopropyl-N-methylhexanamide), COC1=CC=C(C[C@@H](C(=O)O)CC(=O)N2CCOCC2)C=C1 (2(R)-(4-methoxybenzyl)-3-(morpholinocarbonyl)propionic acid). The product is COC1=CC=C(C[C@@H](C(=O)N[C@@H](CC=2N=CSC2)C(=O)N[C@H]([C@H](C[C@H](C(=O)NC)C(C)C)O)CC2CCCCC2)CC(=O)N2CCOCC2)C=C1 ((2S, 4S, 5S)-5-{N-[2(R)-(4-Methoxybenzyl)-3-(morpholinocarbonyl)propionyl]-3-(4-thiazolyl)-L-alanyl}amino-6-cyclohexyl-4-hydroxy-2-isopropyl-N-methylhexanamid). The yield is 69.8%. RXN SMILES: C(O[C:6]([NH:8][C@H:9]([C:16]([NH:18][C@@H:19]([CH2:31][CH:32]1[CH2:37][CH2:36][CH2:35][CH2:34][CH2:33]1)[C@@H:20]([OH:30])[CH2:21][C@@H:22]([CH:27]([CH3:29])[CH3:28])[C:23]([NH:25][CH3:26])=[O:24])=[O:17])[CH2:10][C:11]1[N:12]=[CH:13][S:14][CH:15]=1)=[O:7])(C)(C)C.[CH3:38][O:39][C:40]1[CH:59]=[CH:58][C:43]([CH2:44][C@H:45]([CH2:49][C:50]([N:52]2[CH2:57][CH2:56][O:55][CH2:54][CH2:53]2)=[O:51])C(O)=O)=[CH:42][CH:41]=1>>[CH3:38][O:39][C:40]1[CH:41]=[CH:42][C:43]([CH2:44][C@H:45]([CH2:49][C:50]([N:52]2[CH2:57][CH2:56][O:55][CH2:54][CH2:53]2)=[O:51])[C:6]([NH:8][C@H:9]([C:16]([NH:18][C@@H:19]([CH2:31][CH:32]2[CH2:33][CH2:34][CH2:35][CH2:36][CH2:37]2)[C@@H:20]([OH:30])[CH2:21][C@@H:22]([CH:27]([CH3:29])[CH3:28])[C:23]([NH:25][CH3:26])=[O:24])=[O:17])[CH2:10][C:11]2[N:12]=[CH:13][S:14][CH:15]=2)=[O:7])=[CH:58][CH:59]=1. Procedure details: The procedure described in Example 1(b) was repeated, but using 200 mg (0.37 mmole) of (2S, 4S, 5S)-5-[N-(t-butoxycarbonyl)-3-(4-thiazolyl)-L-alanyl]amino-6-cyclohexyl-4-hydroxy-2-isopropyl-N-methylhexanamide [prepared as described in Example 1(a)] and 137 mg (0.45 mmole) of 2(R)-(4-methoxybenzyl)-3-(morpholinocarbonyl)propionic acid, to afford 188 mg (yield 70%) of the title compound as white crystals, melting at 128°-130° C.